This data is from the Open Reaction Database (ORD), a public repository of structured organic reaction records. The task is: describe an organic reaction: reactants, conditions, products, and yield Starting materials: C(C)(=O)N1CCC2=CC(=C(C=C12)S(=O)(=O)N)F (1-Acetyl-5-fluoro-2,3-dihydro-1H-indole-6-sulfonic acid amide), [OH-].[Na+] (sodium hydroxide). The solvent is C(C)(=O)O (acetic acid). Reaction conditions: temperature 100 celsius. Yields the product FC=1C=C2CCNC2=CC1S(=O)(=O)N (5-Fluoro-2,3-dihydro-1H-indole-6-sulfonic acid amide). Isolated yield 99.5%. RXN SMILES: C([N:4]1[C:12]2[C:7](=[CH:8][C:9]([F:17])=[C:10]([S:13]([NH2:16])(=[O:15])=[O:14])[CH:11]=2)[CH2:6][CH2:5]1)(=O)C.[OH-].[Na+]>C(O)(=O)C>[F:17][C:9]1[CH:8]=[C:7]2[C:12](=[CH:11][C:10]=1[S:13]([NH2:16])(=[O:15])=[O:14])[NH:4][CH2:5][CH2:6]2 |f:1.2|. Procedure details: A mixture of 3.6 grams of 1-Acetyl-5-fluoro-2,3-dihydro-1H-indole-6-sulfonic acid amide and 30 ml of 2N sodium hydroxide was heated at 100° C. for 3 hours. The reaction was cooled and the pH was adjusted to 7.0 with acetic acid. The resulting precipitate was filtered to give 3.0 grams of the titled compound. Starting materials: O=C1CCC(=O)N1Br, ClC(Cl)Cl, CCCS(=O)(=O)Nc1ccc(F)c(C(=O)Nc2cnc3[nH]c(-c4ccccc4)cc3c2)c1F. The product is CCCS(=O)(=O)Nc1ccc(F)c(C(=O)Nc2cnc3[nH]c(-c4ccccc4)c(Br)c3c2)c1F. As a reaction SMILES: [Br:1][N:2]1[C:3](=[O:4])[CH2:5][CH2:6][C:7]1=[O:8].[Cl:42][CH:43]([Cl:44])[Cl:45].[F:9][c:10]1[c:11]([C:12](=[O:13])[NH:14][c:15]2[cH:16][c:17]3[c:18]([n:19][cH:20]2)[nH:21][c:22](-[c:24]2[cH:25][cH:26][cH:27][cH:28][cH:29]2)[cH:23]3)[c:30]([F:41])[cH:31][cH:32][c:33]1[NH:34][S:35](=[O:36])(=[O:37])[CH2:38][CH2:39][CH3:40]>>[Br:1][c:23]1[c:17]2[cH:16][c:15]([NH:14][C:12]([c:11]3[c:10]([F:9])[c:33]([NH:34][S:35](=[O:36])(=[O:37])[CH2:38][CH2:39][CH3:40])[cH:32][cH:31][c:30]3[F:41])=[O:13])[cH:20][n:19][c:18]2[nH:21][c:22]1-[c:24]1[cH:25][cH:26][cH:27][cH:28][cH:29]1. The reactants are CC1(C)CC(c2cccc(N)c2)Nc2ccc(C(F)(F)F)cc21, CC(C)S(=O)(=O)Cl, ClCCl, c1ccncc1. Yields the product CC(C)S(=O)(=O)Nc1cccc(C2CC(C)(C)c3cc(C(F)(F)F)ccc3N2)c1. RXN SMILES: [CH3:1][C:2]1([CH3:23])[CH2:3][CH:4]([c:16]2[cH:17][c:18]([NH2:22])[cH:19][cH:20][cH:21]2)[NH:5][c:6]2[cH:7][cH:8][c:9]([C:12]([F:13])([F:14])[F:15])[cH:10][c:11]21.[CH3:30][CH:31]([CH3:32])[S:33](=[O:34])(=[O:35])[Cl:36].[Cl:37][CH2:38][Cl:39].[cH:24]1[cH:25][cH:26][n:27][cH:28][cH:29]1>>[CH3:1][C:2]1([CH3:23])[CH2:3][CH:4]([c:16]2[cH:17][c:18]([NH:22][S:33]([CH:31]([CH3:30])[CH3:32])(=[O:34])=[O:35])[cH:19][cH:20][cH:21]2)[NH:5][c:6]2[cH:7][cH:8][c:9]([C:12]([F:13])([F:14])[F:15])[cH:10][c:11]21. Starting materials: C=O, CO, O=CO, CNC(C)C1=Cc2ccccc2C(c2ccc(Cl)c(Cl)c2)C1. Yields the product CC(C1=Cc2ccccc2C(c2ccc(Cl)c(Cl)c2)C1)N(C)C. RXN SMILES: [CH2:23]=[O:24].[CH3:28][OH:29].[CH:25]([OH:26])=[O:27].[Cl:1][c:2]1[cH:3][c:4]([CH:9]2[CH2:10][C:11]([CH:19]([CH3:20])[NH:21][CH3:22])=[CH:12][c:13]3[cH:14][cH:15][cH:16][cH:17][c:18]32)[cH:5][cH:6][c:7]1[Cl:8]>>[Cl:1][c:2]1[cH:3][c:4]([CH:9]2[CH2:10][C:11]([CH:19]([CH3:20])[N:21]([CH3:22])[CH3:25])=[CH:12][c:13]3[cH:14][cH:15][cH:16][cH:17][c:18]32)[cH:5][cH:6][c:7]1[Cl:8]. Product: CN(C(=O)CN1C(=O)c2ccccc2S1(=O)=O)c1ccccc1. RXN SMILES: [CH3:26][N:27]([CH3:28])[CH:29]=[O:30].[Cl:14][CH2:15][C:16](=[O:17])[N:18]([c:19]1[cH:20][cH:21][cH:22][cH:23][cH:24]1)[CH3:25].[Na:13].[S:1]1(=[O:2])(=[O:3])[NH:4][C:5](=[O:6])[c:7]2[cH:8][cH:9][cH:10][cH:11][c:12]21>>[S:1]1(=[O:2])(=[O:3])[N:4]([CH2:15][C:16](=[O:17])[N:18]([c:19]2[cH:20][cH:21][cH:22][cH:23][cH:24]2)[CH3:25])[C:5](=[O:6])[c:7]2[cH:8][cH:9][cH:10][cH:11][c:12]21. Starting materials: CN(C)C=O, CN(C(=O)CCl)c1ccccc1, [Na], O=C1NS(=O)(=O)c2ccccc21. Yields the product C(C#C)OC(=O)OC1=CC=C(C=C1)C1=CC=C(C=C1)OC(=O)OCC#C (4,4'-Bis(propargyloxycarbonyloxy)biphenyl). Starting materials: C(Cl)Cl.O (methylene chloride water), OC1=CC=C(C=C1)C1=CC=C(C=C1)O (4,4'-dihydroxybiphenyl), CN(C)C (trimethylamine), ClC(=O)OCC#C (propargyl chloroformate). Procedure: A flask equipped with a stirrer, thermometer, nitrogen gas tube and reflux condenser was charged with 18.6 g of 4,4'-dihydroxybiphenyl and 23.0 g of trimethylamine in 50.0 g of methylene chloride. To the flask was added 26.0 g of propargyl chloroformate dropwise over one hour and the mixture was allowed to react for 6 hours at 30° C. After the reaction, the reaction mixture was treated with methylene chloride-water mixture and the organic phase was separated followed by drying over magnesium sul... Isolated yield 93.6%. As a reaction SMILES: [OH:1][C:2]1[CH:7]=[CH:6][C:5]([C:8]2[CH:13]=[CH:12][C:11]([OH:14])=[CH:10][CH:9]=2)=[CH:4][CH:3]=1.CN(C)C.Cl[C:20]([O:22][CH2:23][C:24]#[CH:25])=[O:21].C(Cl)Cl.[OH2:29]>C(Cl)Cl>[CH2:23]([O:22][C:20]([O:1][C:2]1[CH:3]=[CH:4][C:5]([C:8]2[CH:13]=[CH:12][C:11]([O:14][C:20]([O:22][CH2:23][C:24]#[CH:25])=[O:29])=[CH:10][CH:9]=2)=[CH:6][CH:7]=1)=[O:21])[C:24]#[CH:25] |f:3.4|. The solvent is C(Cl)Cl (methylene chloride). Starting materials: [N+](=O)([O-])[O-].[Ce+4].[NH4+].[N+](=O)([O-])[O-].[N+](=O)([O-])[O-].[N+](=O)([O-])[O-].[N+](=O)([O-])[O-] (ammonium cerium (IV) nitrate), C(C1=CC=CC=C1)C=1N(N=C2N(C(N(C(C21)=O)C)=O)CC2=CC=C(C=C2)OC)CC2=CC=C(C=C2)C2=CC=CC=C2 (3-benzyl-2-(biphenyl-4-ylmethyl)-7-(4-methoxybenzyl)-5-methyl-2H-pyrazolo[3,4-d]pyrimidine-4,6(5H,7H)-dione), O=[N+]([O-])[O-].[O-][N+]([O-])=O.[O-][N+]([O-])=O.[O-][N+]([O-])=O.[O-][N+]([O-])=O.[O-][N+]([O-])=O.[Ce+4].[NH4+].[NH4+] (CAN), O=[N+]([O-])[O-].[O-][N+]([O-])=O.[O-][N+]([O-])=O.[O-][N+]([O-])=O.[O-][N+]([O-])=O.[O-][N+]([O-])=O.[Ce+4].[NH4+].[NH4+] (CAN). Solvent: O (water), C1CCOC1 (THF). Run at time 8 hour. The product is C(C1=CC=CC=C1)C=1N(N=C2NC(N(C(C21)=O)C)=O)CC2=CC=C(C=C2)C2=CC=CC=C2 (3-Benzyl-2-(biphenyl-4-ylmethyl)-5-methyl-2H-pyrazolo[3,4-d]pyrimidine-4,6(5H,7H)-dione). Isolated yield 37.0%. As a reaction SMILES: [N+]([O-])([O-])=O.[Ce+4].[NH4+].[N+]([O-])([O-])=O.[N+]([O-])([O-])=O.[N+]([O-])([O-])=O.[N+]([O-])([O-])=O.[CH2:23]([C:30]1[N:31]([CH2:51][C:52]2[CH:57]=[CH:56][C:55]([C:58]3[CH:63]=[CH:62][CH:61]=[CH:60][CH:59]=3)=[CH:54][CH:53]=2)[N:32]=[C:33]2[C:38]=1[C:37](=[O:39])[N:36]([CH3:40])[C:35](=[O:41])[N:34]2CC1C=CC(OC)=CC=1)[C:24]1[CH:29]=[CH:28][CH:27]=[CH:26][CH:25]=1.O=[N+]([O-])[O-].[O-][N+](=O)[O-].[O-][N+](=O)[O-].[O-][N+](=O)[O-].[O-][N+](=O)[O-].[O-][N+](=O)[O-].[Ce+4].[NH4+].[NH4+]>O.C1COCC1>[CH2:23]([C:30]1[N:31]([CH2:51][C:52]2[CH:53]=[CH:54][C:55]([C:58]3[CH:63]=[CH:62][CH:61]=[CH:60][CH:59]=3)=[CH:56][CH:57]=2)[N:32]=[C:33]2[C:38]=1[C:37](=[O:39])[N:36]([CH3:40])[C:35](=[O:41])[NH:34]2)[C:24]1[CH:25]=[CH:26][CH:27]=[CH:28][CH:29]=1 |f:0.1.2.3.4.5.6,8.9.10.11.12.13.14.15.16|. Procedure details: A solution of ammonium cerium (IV) nitrate (204 mg, 0.371 mmol) in water (0.6 mL) is added to a solution of 3-benzyl-2-(biphenyl-4-ylmethyl)-7-(4-methoxybenzyl)-5-methyl-2H-pyrazolo[3,4-d]pyrimidine-4,6(5H,7H)-dione (40.3 mg, 0.0743 mmol) in THF (2 mL). The resulting orange solution is stirred at room temperature overnight. Another batch of CAN (204 mg, 0.371 mmol) is added and the mixture is stirred for 3 hours, and then the third batch of CAN (204 mg) is added, and the mixture is stirred at r....